This data is from the Open Reaction Database (ORD), a public repository of structured organic reaction records. The task is: describe an organic reaction: reactants, conditions, products, and yield Starting materials: O(C1=CC=CC=C1)C1=CC=C(CN)C=C1 (4-phenoxybenzylamine), NC1=CC2=C(OC(OC2=O)(C)C)C=C1 (6-amino-2,2-dimethyl-4H-1,3-benzodioxin-4-one), ClCC1=CC=C(C(=O)Cl)C=C1 (4-(chloromethyl)benzoyl chloride), C1(CCCCC1)C(=O)Cl (cyclohexanecarbonyl chloride). Yields the product C1(CCCCC1)C(=O)N(C=1C=CC(=C(C(=O)O)C1)O)CC1=CC=C(C=C1)C(=O)NCC1=CC=C(C=C1)OC1=CC=CC=C1 (5-[(cyclohexylcarbonyl)(4-{[(4-phenoxybenzyl)amino]carbonyl}benzyl)-amino]-2-hydroxybenzoic acid). As a reaction SMILES: [O:1]([C:8]1[CH:15]=[CH:14][C:11]([CH2:12][NH2:13])=[CH:10][CH:9]=1)[C:2]1[CH:7]=[CH:6][CH:5]=[CH:4][CH:3]=1.Cl[CH2:17][C:18]1[CH:26]=[CH:25][C:21]([C:22](Cl)=[O:23])=[CH:20][CH:19]=1.[CH:27]1([C:33](Cl)=[O:34])[CH2:32][CH2:31][CH2:30][CH2:29][CH2:28]1.[NH2:36][C:37]1[CH:49]=[CH:48][C:40]2[O:41]C(C)(C)[O:43][C:44](=[O:45])[C:39]=2[CH:38]=1>>[CH:27]1([C:33]([N:36]([CH2:17][C:18]2[CH:26]=[CH:25][C:21]([C:22]([NH:13][CH2:12][C:11]3[CH:10]=[CH:9][C:8]([O:1][C:2]4[CH:3]=[CH:4][CH:5]=[CH:6][CH:7]=4)=[CH:15][CH:14]=3)=[O:23])=[CH:20][CH:19]=2)[C:37]2[CH:49]=[CH:48][C:40]([OH:41])=[C:39]([CH:38]=2)[C:44]([OH:45])=[O:43])=[O:34])[CH2:32][CH2:31][CH2:30][CH2:29][CH2:28]1. Procedure details: The title compound was prepared following the procedure A using 4-phenoxybenzylamine, 4-(chloromethyl)benzoyl chloride, cyclohexanecarbonyl chloride and 6-amino-2,2-dimethyl-4H-1,3-benzodioxin-4-one. M+(ESI): 579.1 Starting materials: C1(=CC=CC2=CC=CC=C12)O (α-Naphthol), CO (methanol). The product is CC1=C(C2=CC=CC=C2C=C1)O (2-methyl-1-naphthol). As a reaction SMILES: [C:1]1([OH:11])[C:10]2[C:5](=[CH:6][CH:7]=[CH:8][CH:9]=2)[CH:4]=[CH:3][CH:2]=1.[CH3:12]O>>[CH3:12][C:2]1[CH:3]=[CH:4][C:5]2[C:10](=[CH:9][CH:8]=[CH:7][CH:6]=2)[C:1]=1[OH:11]. Reported procedure: α-Naphthol is methylated using methanol to form 2-methyl-1-naphthol over a catalyst bed of alumina. The reaction provides high selectivity to 2-methyl-1-naphthol. Alumina catalysts derived from alumina alkoxide hydrolysis are preferred. The reactants are NC[C@@H]1[C@H]2C[C@H]2CN1C(=O)C=1N=C(SC1C=1C=C(C=CC1)C)C (((1S,2S,5R)-2-Aminomethyl-3-aza-bicyclo[3.1.0]hex-3-yl)-(2-methyl-5-m-tolyl-thiazol-4-yl)-methanone), C(C)N1N=C(C=C1C(=O)O)C (2-Ethyl-5-methyl-2H-pyrazole-3-carboxylic acid). Yields the product CC=1SC(=C(N1)C(=O)N1[C@@H]([C@H]2C[C@H]2C1)CNC(=O)C=1N(N=C(C1)C)CC)C=1C=C(C=CC1)C (2-Ethyl-5-methyl-2H-pyrazole-3-carboxylic acid[(1S,2S,5R)-3-(2-methyl-5-m-tolyl-thiazole-4-carbonyl)-3-aza-bicyclo[3.1.0]hex-2-ylmethyl]-amide). Reaction SMILES: [NH2:1][CH2:2][C@H:3]1[N:8]([C:9]([C:11]2[N:12]=[C:13]([CH3:23])[S:14][C:15]=2[C:16]2[CH:17]=[C:18]([CH3:22])[CH:19]=[CH:20][CH:21]=2)=[O:10])[CH2:7][C@H:6]2[C@@H:4]1[CH2:5]2.[CH2:24]([N:26]1[C:30]([C:31](O)=[O:32])=[CH:29][C:28]([CH3:34])=[N:27]1)[CH3:25]>>[CH3:23][C:13]1[S:14][C:15]([C:16]2[CH:17]=[C:18]([CH3:22])[CH:19]=[CH:20][CH:21]=2)=[C:11]([C:9]([N:8]2[CH2:7][C@H:6]3[C@H:4]([CH2:5]3)[C@H:3]2[CH2:2][NH:1][C:31]([C:30]2[N:26]([CH2:24][CH3:25])[N:27]=[C:28]([CH3:34])[CH:29]=2)=[O:32])=[O:10])[N:12]=1. Procedure: prepared by reaction of ((1S,2S,5R)-2-Aminomethyl-3-aza-bicyclo[3.1.0]hex-3-yl)-(2-methyl-5-m-tolyl-thiazol-4-yl)-methanone with 2-Ethyl-5-methyl-2H-pyrazole-3-carboxylic acid. LC-MS (basic): tR=0.88 min; [M+H]+=464.4. RXN SMILES: [CH2:1]([CH3:2])[O:3][CH:4]([O:5][CH2:6][CH2:7][CH2:8][CH2:9][OH:10])[C:11]#[C:12][CH2:13][CH2:14][CH2:15][CH2:16][CH2:17][CH2:18][CH2:19][CH2:20][CH2:21][CH2:22][CH2:23][CH3:24].[Cr:25](=[O:26])([O:27][Cr:28]([O-:29])(=[O:30])=[O:31])([O-:32])=[O:33].[O:47]=[CH:48][N:49]([CH3:50])[CH3:51].[OH2:46].[nH+:34]1[cH:35][cH:36][cH:37][cH:38][cH:39]1.[nH+:40]1[cH:41][cH:42][cH:43][cH:44][cH:45]1>>[CH2:1]([CH3:2])[O:3][CH:4]([O:5][CH2:6][CH2:7][CH2:8][C:9](=[O:10])[OH:26])[C:11]#[C:12][CH2:13][CH2:14][CH2:15][CH2:16][CH2:17][CH2:18][CH2:19][CH2:20][CH2:21][CH2:22][CH2:23][CH3:24]. Product: CCCCCCCCCCCCC#CC(OCC)OCCCC(=O)O. Starting materials: CCCCCCCCCCCCC#CC(OCC)OCCCCO, O=[Cr](=O)([O-])O[Cr](=O)(=O)[O-], CN(C)C=O, O, c1cc[nH+]cc1, c1cc[nH+]cc1. Reactants: [Na+].FC(C1=CC(=CC=C1)C1=CC=NC=2N1N=CC2C(=O)[O-])(F)F (7-(α,α,α-trifluoro-m-tolyl)pyrazolo[1,5-a]pyrimidine-3-carboxylic acid sodium salt), Cl (hydrochloric acid). The solvent is C(Cl)Cl (methylene chloride). The product is FC(C1=CC(=CC=C1)C1=CC=NC=2N1N=CC2C(=O)O)(F)F (7-(α,α,α-Trifluoro-m-tolyl)pyrazolo[1,5-a]pyrimidine-3-carboxylic acid). Reaction SMILES: [Na+].[F:2][C:3]([F:23])([F:22])[C:4]1[CH:9]=[CH:8][CH:7]=[C:6]([C:10]2[N:15]3[N:16]=[CH:17][C:18]([C:19]([O-:21])=[O:20])=[C:14]3[N:13]=[CH:12][CH:11]=2)[CH:5]=1.Cl>C(Cl)Cl>[F:22][C:3]([F:2])([F:23])[C:4]1[CH:9]=[CH:8][CH:7]=[C:6]([C:10]2[N:15]3[N:16]=[CH:17][C:18]([C:19]([OH:21])=[O:20])=[C:14]3[N:13]=[CH:12][CH:11]=2)[CH:5]=1 |f:0.1|. Reported procedure: A mixture of 0.70 g. of 7-(α,α,α-trifluoro-m-tolyl)pyrazolo[1,5-a]pyrimidine-3-carboxylic acid sodium salt, 25 ml. of methylene chloride and 10 ml. of 1 N hydrochloric acid is stirred overnight. The solid which forms is collected by filtration. The filtrate is evaporated to produce more solid. The solids are combined and recrystallized from methylene chloride giving the desired product, m.p. 248°-250° C. The reactants are [Li]CCCC, CCCCCC, Cc1cc(Cl)cc(Cl)c1, C1CCOC1, O=C(Cl)c1cccc2ccccc12. Yields the product Cc1cc(Cl)c(C(=O)c2cccc3ccccc23)c(Cl)c1. RXN SMILES: [CH2:34]([Li:35])[CH2:36][CH2:37][CH3:38].[CH3:10][CH2:11][CH2:12][CH2:13][CH2:14][CH3:15].[Cl:1][c:2]1[cH:3][c:4]([CH3:9])[cH:5][c:6]([Cl:8])[cH:7]1.[O:29]1[CH2:30][CH2:31][CH2:32][CH2:33]1.[c:16]1([C:26](=[O:27])[Cl:28])[cH:17][cH:18][cH:19][c:20]2[cH:21][cH:22][cH:23][cH:24][c:25]12>>[Cl:1][c:2]1[cH:3][c:4]([CH3:9])[cH:5][c:6]([Cl:8])[c:7]1[C:26]([c:16]1[cH:17][cH:18][cH:19][c:20]2[cH:21][cH:22][cH:23][cH:24][c:25]12)=[O:27]. Reactants: N1CCCCC1 (Piperidine), CN(C=O)C (dimethylformamide), C(C)(C)(C)OC(=O)N1CCC(CC1)OC1=NC=C(C=N1)C(=O)OC1=CC=CC=C1 (2-(1-t-butoxycarbonylpiperidin-4-yloxy)-5-(phenoxycarbonyl)pyrimidine). Run in O (Water). Run at time 12 hour. The product is C(C)(C)(C)OC(=O)N1CCC(CC1)OC1=NC=C(C=N1)C(=O)N1CCCCC1 (2-(1-t-butoxycarbonylpiperidin-4-yloxy)-5-(piperidin-1-carbonyl)pyrimidine). Isolated yield 97.3%. As a reaction SMILES: [NH:1]1[CH2:6][CH2:5][CH2:4][CH2:3][CH2:2]1.CN(C)C=O.[C:12]([O:16][C:17]([N:19]1[CH2:24][CH2:23][CH:22]([O:25][C:26]2[N:31]=[CH:30][C:29]([C:32]([O:34]C3C=CC=CC=3)=O)=[CH:28][N:27]=2)[CH2:21][CH2:20]1)=[O:18])([CH3:15])([CH3:14])[CH3:13]>O>[C:12]([O:16][C:17]([N:19]1[CH2:24][CH2:23][CH:22]([O:25][C:26]2[N:27]=[CH:28][C:29]([C:32]([N:1]3[CH2:6][CH2:5][CH2:4][CH2:3][CH2:2]3)=[O:34])=[CH:30][N:31]=2)[CH2:21][CH2:20]1)=[O:18])([CH3:15])([CH3:13])[CH3:14]. Procedure: Piperidine (0.02 ml, 0.20 mmol) was added to a dimethylformamide solution (1.0 ml) of 2-(1-t-butoxycarbonylpiperidin-4-yloxy)-5-(phenoxycarbonyl)pyrimidine (40 mg, 0.100 mmol), and stirred at room temperature for 12 hours. Water was added to the reaction mixture and extracted with ethyl acetate. The organic layer was washed with saturated saline solution, dried with anhydrous magnesium sulfate, and concentrated under reduced pressure. The residue was purified through partitioning thin-layer chro... Reported procedure: The title compound (0.008 g) was prepared from 3-(4-chloro-phenyl)-4,5,7,8-tetrahydro-1H-1,2,6-triaza-azulene-6-carboxylic acid tert-butyl ester (Example 103, Step B; 0.2 mmol) using 5-chloro-furan-2-carboxylic acid ethyl ester (0.3 mmol) in place of 2-chloromethyl-thiophene. The reaction sequence also provided 3-(4-chloro-phenyl)-1-(5-ethoxycarbonyl-furan-2-ylmethyl)-4,5,7,8-tetrahydro-1H-1,2,6-triaza-azulene-6-carboxylic acid tert-butyl ester in the alkylation step. MS (ESI): exact mass calcul... Starting materials: C(C)(C)(C)OC(=O)N1CCC=2C(=NNC2CC1)C1=CC=C(C=C1)Cl (3-(4-chloro-phenyl)-4,5,7,8-tetrahydro-1H-1,2,6-triaza-azulene-6-carboxylic acid tert-butyl ester), C(C)OC(=O)C=1OC(=CC1)Cl (5-chloro-furan-2-carboxylic acid ethyl ester), C(C)(C)(C)OC(=O)N1CCC=2C(=NN(C2CC1)CC=1OC(=CC1)C(=O)OCC)C1=CC=C(C=C1)Cl (3-(4-chloro-phenyl)-1-(5-ethoxycarbonyl-furan-2-ylmethyl)-4,5,7,8-tetrahydro-1H-1,2,6-triaza-azulene-6-carboxylic acid tert-butyl ester). The product is C(C)OC(=O)C=1OC(=CC1)CN1N=C2CCNCCC2=C1C1=CC=C(C=C1)Cl (5-[3-(4-Chloro-phenyl)-5,6,7,8-tetrahydro-4H-1,2,6-triaza-azulen-2-ylmethyl]-furan-2-carboxylic acid ethyl ester). As a reaction SMILES: C(OC([N:8]1[CH2:17][CH2:16][C:15]2[NH:14][N:13]=[C:12]([C:18]3[CH:23]=[CH:22][C:21]([Cl:24])=[CH:20][CH:19]=3)[C:11]=2[CH2:10][CH2:9]1)=O)(C)(C)C.C(OC(C1OC(Cl)=CC=1)=O)C.C(OC(N1CCC2N([CH2:53][C:54]3[O:55][C:56]([C:59]([O:61][CH2:62][CH3:63])=[O:60])=[CH:57][CH:58]=3)N=C(C3C=CC(Cl)=CC=3)C=2CC1)=O)(C)(C)C>>[CH2:62]([O:61][C:59]([C:56]1[O:55][C:54]([CH2:53][N:13]2[C:12]([C:18]3[CH:19]=[CH:20][C:21]([Cl:24])=[CH:22][CH:23]=3)=[C:11]3[C:15]([CH2:16][CH2:17][NH:8][CH2:9][CH2:10]3)=[N:14]2)=[CH:58][CH:57]=1)=[O:60])[CH3:63]. The reactants are CC(=O)Nc1ccc(S)cc1, CC(=O)Nc1ccc(S)cc1, CS(C)=O, Clc1cccc(Cl)n1, [Na]. The product is CC(=O)Nc1ccc(Sc2cccc(Cl)n2)cc1. Reaction SMILES: [C:12]([NH:13][c:14]1[cH:15][cH:16][c:17]([SH:18])[cH:19][cH:20]1)(=[O:21])[CH3:22].[C:1]([CH3:2])(=[O:3])[NH:4][c:5]1[cH:6][cH:7][c:8]([SH:11])[cH:9][cH:10]1.[CH3:32][S:33]([CH3:34])=[O:35].[Cl:24][c:25]1[n:26][c:27]([Cl:31])[cH:28][cH:29][cH:30]1.[Na:23]>>[C:1]([CH3:2])(=[O:3])[NH:4][c:5]1[cH:6][cH:7][c:8]([S:11][c:27]2[n:26][c:25]([Cl:24])[cH:30][cH:29][cH:28]2)[cH:9][cH:10]1.